From a dataset of the Open Reaction Database (ORD), a public repository of structured organic reaction records. describe an organic reaction: reactants, conditions, products, and yield Reactants: [H-].[Li+] (lithium hydride), C(CC)S (1-propanethiol), COC1=CC(=C2[C@@H]3CC[C@H]4C(CCC[C@@]4([C@H]3CS(C2=C1)(=O)=O)C)(C)C)C(=O)[O-] ((1R,10S,11S,16S)-5-methoxy-11,15,15-trimethyl-8,8-dioxo-8λ6-thiatetracyclo[8.8.0.02,7.011,16]octadeca-2,4,6-triene-3-carboxylate). Solvent: CN(C)P(=O)(N(C)C)N(C)C (HMPA), CN(C)P(=O)(N(C)C)N(C)C (HMPA). Run at time 30 minute. Yields the product OC1=CC(=C2[C@@]3(CC[C@H]4C(CCC[C@@]4([C@H]3CS(C2=C1)(=O)=O)C)(C)C)C)C(=O)O ((1R,10R,11S,16S)-5-hydroxy-1,11,15,15-tetramethyl-8,8-dioxo-8λ6-thiatetracyclo[8.8.0.02,7.011,16]-octadeca-2,4,6-triene-3-carboxylic acid). Isolated yield 93.9%. Reaction SMILES: [H-].[Li+].[CH2:3](S)CC.C[O:8][C:9]1[CH:26]=[C:25]2[C:12]([C@H:13]3[C@H:22]([CH2:23][S:24]2(=[O:28])=[O:27])[C@:21]2([CH3:29])[C@H:16]([C:17]([CH3:31])([CH3:30])[CH2:18][CH2:19][CH2:20]2)[CH2:15][CH2:14]3)=[C:11]([C:32]([O-:34])=[O:33])[CH:10]=1>CN(P(N(C)C)(N(C)C)=O)C>[OH:8][C:9]1[CH:26]=[C:25]2[C:12]([C@@:13]3([CH3:3])[C@H:22]([CH2:23][S:24]2(=[O:28])=[O:27])[C@:21]2([CH3:29])[C@H:16]([C:17]([CH3:30])([CH3:31])[CH2:18][CH2:19][CH2:20]2)[CH2:15][CH2:14]3)=[C:11]([C:32]([OH:34])=[O:33])[CH:10]=1 |f:0.1|. Procedure: A mixture of lithium hydride (0.88 g, 110 mmol), 1-propanethiol (11.7 mL, 133 mmol) in HMPA (20 mL) was prepared under N2. The mixture was stirred at room temperature for 30 min. To the mixture, (1R,10S,11S,16S)-5-methoxy-11,15,15-trimethyl-8,8-dioxo-8λ6-thiatetracyclo[8.8.0.02,7.011,16]octadeca-2,4,6-triene-3-carboxylate (64) (4.8 g, 11 mmol) in HMPA (10 mL) was added. The mixture was heated at 130° C. for 1 h. The mixture was cooled to room temperature and quenched with 1 M HCl, then extracted... Starting materials: Cl.N1=C(C=NC=C1)C(N)=N (Pyrazine-2-carboximidamide hydrochloride), ClC1=C(C=O)C=CC(=C1)F (2-chloro-4-fluorobenzaldehyde), O=C(CC(=O)OCC)C (ethyl 3-oxobutanoate). Product: ClC1=C(C=CC(=C1)F)C1N=C(NC(=C1C(=O)OCC)C)C1=NC=CN=C1 (Ethyl 4-(2-chloro-4-fluorophenyl)-6-methyl-2-(pyrazin-2-yl)-1,4-dihydropyrimidine-5-carboxylate). The yield is 41.0%. As a reaction SMILES: Cl.[N:2]1[CH:7]=[CH:6][N:5]=[CH:4][C:3]=1[C:8](=[NH:10])[NH2:9].[Cl:11][C:12]1[CH:19]=[C:18]([F:20])[CH:17]=[CH:16][C:13]=1[CH:14]=O.O=[C:22]([CH3:29])[CH2:23][C:24]([O:26][CH2:27][CH3:28])=[O:25]>>[Cl:11][C:12]1[CH:19]=[C:18]([F:20])[CH:17]=[CH:16][C:13]=1[CH:14]1[C:23]([C:24]([O:26][CH2:27][CH3:28])=[O:25])=[C:22]([CH3:29])[NH:9][C:8]([C:3]2[CH:4]=[N:5][CH:6]=[CH:7][N:2]=2)=[N:10]1 |f:0.1|. Reported procedure: Pyrazine-2-carboximidamide hydrochloride (5 g, 31.5 mmol) was reacted with 2-chloro-4-fluorobenzaldehyde (5 g, 31.5 mmol) and ethyl 3-oxobutanoate (4.1 g, 31.5 mmol) according to the procedure as described in Example 1, Step A to give the title compound as a yellow solid (4.84 g, 41%). The compound was characterized by the following spectroscopic data: